From a dataset of the Open Reaction Database (ORD), a public repository of structured organic reaction records. describe an organic reaction: reactants, conditions, products, and yield Reactants: CC#N, C[N+]1([O-])CCOCC1, CC(C)=O, O, C(=Cc1ccccc1)c1ccccc1. Product: OC(c1ccccc1)C(O)c1ccccc1. As a reaction SMILES: [C:23](#[N:24])[CH3:25].[CH3:15][N+:16]1([O-:17])[CH2:18][CH2:20][O:19][CH2:21][CH2:22]1.[CH3:26][C:27]([CH3:28])=[O:29].[OH2:30].[cH:1]1[cH:2][cH:3][c:4]([CH:7]=[CH:8][c:9]2[cH:10][cH:11][cH:12][cH:13][cH:14]2)[cH:5][cH:6]1>>[cH:1]1[cH:2][cH:3][c:4]([CH:7]([CH:8]([c:9]2[cH:10][cH:11][cH:12][cH:13][cH:14]2)[OH:19])[OH:30])[cH:5][cH:6]1. The reactants are C1(=CC=CC=C1)C(OC1CCN(CC1)CCCCCN)C1=CC=CC=C1 (4-(diphenylmethoxy)-1-piperidinepentanamine), ClC=1C=CC=2N(N1)N=CN2 (6-chloro[1,2,4]triazolo[1,5-b]pyridazine), C([O-])(O)=O.[Na+] (sodium bicarbonate). Product: C1(=CC=CC=C1)C(OC1CCN(CC1)CCCCCNC=1C=CC=2N(N1)N=CN2)C2=CC=CC=C2 (6-[5-[4-(diphenylmethoxy)piperidino]pentylamino][1,2,4]triazolo[1,5-b]pyridazine). Yield: 66.9%. RXN SMILES: [C:1]1([CH:7]([C:21]2[CH:26]=[CH:25][CH:24]=[CH:23][CH:22]=2)[O:8][CH:9]2[CH2:14][CH2:13][N:12]([CH2:15][CH2:16][CH2:17][CH2:18][CH2:19][NH2:20])[CH2:11][CH2:10]2)[CH:6]=[CH:5][CH:4]=[CH:3][CH:2]=1.Cl[C:28]1[CH:29]=[CH:30][C:31]2[N:32]([N:34]=[CH:35][N:36]=2)[N:33]=1.C(=O)(O)[O-].[Na+]>>[C:1]1([CH:7]([C:21]2[CH:22]=[CH:23][CH:24]=[CH:25][CH:26]=2)[O:8][CH:9]2[CH2:14][CH2:13][N:12]([CH2:15][CH2:16][CH2:17][CH2:18][CH2:19][NH:20][C:28]3[CH:29]=[CH:30][C:31]4[N:32]([N:34]=[CH:35][N:36]=4)[N:33]=3)[CH2:11][CH2:10]2)[CH:2]=[CH:3][CH:4]=[CH:5][CH:6]=1 |f:2.3|. Reported procedure: 0.705 g of 4-(diphenylmethoxy)-1-piperidinepentanamine and 0.309 g of 6-chloro[1,2,4]triazolo[1,5-b]pyridazine were stirred at 135-140° C. for 1.5 hours. After cooling, aqueous sodium bicarbonate was added, followed by extraction with ethyl acetate; the extract was washed with saline and dried with sodium sulfate. The dry product was concentrated under reduced pressure; the residue was subjected to silica gel column chromatography and eluted with ethyl acetate:methanol:triethylamine (95:5:1). Th...